Dataset: the Open Reaction Database (ORD), a public repository of structured organic reaction records. Task: describe an organic reaction: reactants, conditions, products, and yield Isolated yield 41.3%. Yields the product C(C)(C)(C)OC(=O)N1CCC(CC1)(O)C=1N(C=C(N1)C1=CC(=C(C=C1)F)Cl)CCN(C)C (4-[4-(3-Chloro-4-fluoro-phenyl)-1-(2-dimethylamino-ethyl)-1H-imidazol-2-yl]-4-hydroxy-piperidine-1-carboxylic acid tert-butyl ester). Run in C1CCOC1 (THF), C1CCOC1 (THF). Procedure details: Dissolve {2-[4-(3-chloro-4-fluoro-phenyl)-imidazol-1-yl]-ethyl}-dimethylamine (1.00 equiv; 4.07 mmol; 1.09 g) in anhydrous THF (15 mL; 184.33 mmol) and cool the mixture to −78° C. Slowly add n-butyl lithium (1.40 equiv; 5.70 mmol; 3.56 mL) (1.6M Aldrich), and stir at −78° C. for 30 min, then add a THF (10 mL) solution of N-t-butoxycarbonyl-4-piperidone (1.20 equiv; 4.89 mmol; 973.43 mg) dropwise over 10 min. After 20 min, warm the reaction to RT and stir 3 h. Partition between EA and water. Wash... Starting materials: C(C)(C)(C)OC(=O)N1CCC(CC1)=O (N-t-butoxycarbonyl-4-piperidone), ClC=1C=C(C=CC1F)C=1N=CN(C1)CCN(C)C ({2-[4-(3-chloro-4-fluoro-phenyl)-imidazol-1-yl]-ethyl}-dimethylamine), C(CCC)[Li] (n-butyl lithium). As a reaction SMILES: [Cl:1][C:2]1[CH:3]=[C:4]([C:9]2[N:10]=[CH:11][N:12]([CH2:14][CH2:15][N:16]([CH3:18])[CH3:17])[CH:13]=2)[CH:5]=[CH:6][C:7]=1[F:8].C([Li])CCC.[C:24]([O:28][C:29]([N:31]1[CH2:36][CH2:35][C:34](=[O:37])[CH2:33][CH2:32]1)=[O:30])([CH3:27])([CH3:26])[CH3:25]>C1COCC1>[C:24]([O:28][C:29]([N:31]1[CH2:36][CH2:35][C:34]([C:11]2[N:12]([CH2:14][CH2:15][N:16]([CH3:18])[CH3:17])[CH:13]=[C:9]([C:4]3[CH:5]=[CH:6][C:7]([F:8])=[C:2]([Cl:1])[CH:3]=3)[N:10]=2)([OH:37])[CH2:33][CH2:32]1)=[O:30])([CH3:27])([CH3:25])[CH3:26]. Reaction conditions: temperature -78 celsius, time 20 minute. The reactants are [H-].[Na+] (sodium hydride), CN(CCCO)C (3-(dimethylamino)propanol), ClC1=NC=2N(C3=C1C=NC1=C3C=NN1CC)N=CC2C(=O)OCC (5-chloro-8-ethyl-8H-pyrazolo[1,5-a]pyrazolo[4',3':5,6]pyrido[3,4-e]-pyrimidine-3-carboxylic acid, ethyl ester). Run in C1=CC=CC=C1 (benzene). Reaction conditions: time 10 hour. The product is CN(CCCOC1=NC=2N(C3=C1C=NC1=C3C=NN1CC)N=CC2C(=O)OCC)C (5-[3-(dimethylamino)propoxy]-8-ethyl-8H-pyrazolo-[1,5-a]pyrazolo[4',3':5,6]pyrido[3,4-e]pyrimidine-3-carboxylic acid, ethyl ester). As a reaction SMILES: [H-].[Na+].[CH3:3][N:4]([CH3:9])[CH2:5][CH2:6][CH2:7][OH:8].Cl[C:11]1[C:16]2[CH:17]=[N:18][C:19]3[N:23]([CH2:24][CH3:25])[N:22]=[CH:21][C:20]=3[C:15]=2[N:14]2[N:26]=[CH:27][C:28]([C:29]([O:31][CH2:32][CH3:33])=[O:30])=[C:13]2[N:12]=1>C1C=CC=CC=1>[CH3:3][N:4]([CH3:9])[CH2:5][CH2:6][CH2:7][O:8][C:11]1[C:16]2[CH:17]=[N:18][C:19]3[N:23]([CH2:24][CH3:25])[N:22]=[CH:21][C:20]=3[C:15]=2[N:14]2[N:26]=[CH:27][C:28]([C:29]([O:31][CH2:32][CH3:33])=[O:30])=[C:13]2[N:12]=1 |f:0.1|. Procedure: To a suspension of 3.6 g of sodium hydride in 100 ml of dry benzene 15.3 g of 3-(dimethylamino)propanol are added dropwise at reflux temperature with stirring. Heating is continued for 10 hours. After this time, 34.4 g of 5-chloro-8-ethyl-8H-pyrazolo[1,5-a]pyrazolo[4',3':5,6]pyrido[3,4-e]-pyrimidine-3-carboxylic acid, ethyl ester are added and the solution is refluxed for 5 additional hours. The solution is evaporated to dryness and the residue is treated with water, filtered off and recrystalli... Reactants: N[C@H](C(=O)OC)C1=CC=CC=C1 ((S)-methyl 2-amino-2-phenylacetate), COC1=CC=C(C=O)C=C1 (4-methoxy benzaldehyde), CC(=O)O (HOAc), [BH4-].[Na+] (NaBH4). Solvent: CO (MeOH). Conditions: temperature 0 celsius, time 30 minute. Product: COC1=CC=C(CN[C@H](C(=O)OC)C2=CC=CC=C2)C=C1 ((S)-methyl 2-((4-methoxybenzyl)amino)-2-phenylacetate). Reaction SMILES: [NH2:1][C@@H:2]([C:7]1[CH:12]=[CH:11][CH:10]=[CH:9][CH:8]=1)[C:3]([O:5][CH3:6])=[O:4].[CH3:13][O:14][C:15]1[CH:22]=[CH:21][C:18]([CH:19]=O)=[CH:17][CH:16]=1.CC(O)=O.[BH4-].[Na+]>CO>[CH3:13][O:14][C:15]1[CH:22]=[CH:21][C:18]([CH2:19][NH:1][C@@H:2]([C:7]2[CH:12]=[CH:11][CH:10]=[CH:9][CH:8]=2)[C:3]([O:5][CH3:6])=[O:4])=[CH:17][CH:16]=1 |f:3.4|. Reported procedure: To a solution of (S)-methyl 2-amino-2-phenylacetate (1.0 g, 6.06 mmol) in anhydrous MeOH (20 mL) was added 4-methoxy benzaldehyde (0.82 g, 6.06 mmol) and few drops of HOAc. After 30 min, the reaction mixture was cooled to 0° C., NaBH4 (0.69 g, 12.12 mmol) was added and the contents were stirred at ambient temperature. After 2 h, the reaction was quenched with ice cold H2O (10 mL), MeOH was removed under reduced pressure and the organic contents were extracted with EtOAc (3×25 mL). The combined o...